This data is from the Open Reaction Database (ORD), a public repository of structured organic reaction records. The task is: describe an organic reaction: reactants, conditions, products, and yield The reactants are [Al+3], COC(=O)c1cccc2nc(C)sc12, CCOC(C)=O, Cl, [H-], [H-], [H-], [H-], [Li+], [Na+], C1CCOC1, [OH-], O. The product is Cc1nc2cccc(CO)c2s1. Reaction SMILES: [Al+3:16].[CH3:1][c:2]1[s:3][c:4]2[c:5]([n:6]1)[cH:7][cH:8][cH:9][c:10]2[C:11](=[O:12])[O:13][CH3:14].[CH3:26][CH2:27][O:28][C:29](=[O:30])[CH3:31].[ClH:35].[H-:15].[H-:18].[H-:19].[H-:20].[Li+:17].[Na+:34].[O:21]1[CH2:22][CH2:23][CH2:24][CH2:25]1.[OH-:33].[OH2:32]>>[CH3:1][c:2]1[s:3][c:4]2[c:5]([n:6]1)[cH:7][cH:8][cH:9][c:10]2[CH2:11][OH:12].